This data is from the Open Reaction Database (ORD), a public repository of structured organic reaction records. The task is: describe an organic reaction: reactants, conditions, products, and yield Starting materials: CC(=O)OC(C)=O, O=CO, Nc1cc([N+](=O)[O-])ccc1O, c1ccncc1. The product is O=CNc1cc([N+](=O)[O-])ccc1O. RXN SMILES: [CH3:1][C:2](=[O:3])[O:4][C:5](=[O:6])[CH3:7].[CH:25]([OH:26])=[O:27].[NH2:14][c:15]1[c:16]([OH:24])[cH:17][cH:18][c:19]([N+:21](=[O:22])[O-:23])[cH:20]1.[cH:8]1[cH:9][cH:10][n:11][cH:12][cH:13]1>>[CH:2](=[O:3])[NH:14][c:15]1[c:16]([OH:24])[cH:17][cH:18][c:19]([N+:21](=[O:22])[O-:23])[cH:20]1. Reactants: FC(F)(F)c1cc(Cl)c2cc(CBr)ccc2n1, COC(=O)C(C)(C)NC(=O)c1ccc2ccccc2c1O, CCOC(C)=O, CN(C)C=O, O. Product: COC(=O)C(C)(C)NC(=O)c1ccc2ccccc2c1OCc1ccc2nc(C(F)(F)F)cc(Cl)c2c1. As a reaction SMILES: [Br:22][CH2:23][c:24]1[cH:25][c:26]2[c:27]([Cl:38])[cH:28][c:29]([C:34]([F:35])([F:36])[F:37])[n:30][c:31]2[cH:32][cH:33]1.[CH3:1][O:2][C:3]([C:4]([CH3:5])([CH3:6])[NH:7][C:8](=[O:9])[c:10]1[c:11]([OH:20])[c:12]2[cH:13][cH:14][cH:15][cH:16][c:17]2[cH:18][cH:19]1)=[O:21].[CH3:44][CH2:45][O:46][C:47](=[O:48])[CH3:49].[O:39]=[CH:40][N:41]([CH3:42])[CH3:43].[OH2:50]>>[CH3:1][O:2][C:3]([C:4]([CH3:5])([CH3:6])[NH:7][C:8](=[O:9])[c:10]1[c:11]([O:20][CH2:23][c:24]2[cH:25][c:26]3[c:27]([Cl:38])[cH:28][c:29]([C:34]([F:35])([F:36])[F:37])[n:30][c:31]3[cH:32][cH:33]2)[c:12]2[cH:13][cH:14][cH:15][cH:16][c:17]2[cH:18][cH:19]1)=[O:21]. As a reaction SMILES: [CH2:1]([Al](C[CH:11]([CH3:13])[CH3:12])CC(C)C)[CH:2](C)C.[CH2:14]=[CH2:15].[CH2:16](O)[CH3:17].[CH3:19]O>>[CH2:1]=[CH2:2].[CH2:14]=[CH:15][CH2:19][CH2:16][CH2:17][CH2:13][CH2:11][CH3:12] |f:4.5|. Procedure: To a 2 liter-stainless steel autoclave thoroughly purged with nitrogen, 600 ml of hexane and 300 ml of 1-octene were introduced, and the temperature of the system was elevated to 60° C. Then, 1 mmol of triisobutylaluminum and 0.5 ml (0.001 mmol in terms of Zr) of the catalyst solution prepared above were injected into the autoclave together with ethylene to initiate polymerization. Thereafter, only ethylene was continuously fed to maintain the total pressure at 3.0 Kg/cm2-G, and the polymerizati... Run at time 60 minute. Reactants: C(C(C)C)[Al](CC(C)C)CC(C)C (triisobutylaluminum), C(C)O (ethanol), CO (methanol), C=C (ethylene), C=C (ethylene). Yields the product C=C.C=CCCCCCC (ethylene/1-octene).